This data is from the Open Reaction Database (ORD), a public repository of structured organic reaction records. The task is: describe an organic reaction: reactants, conditions, products, and yield The reactants are O=C([O-])[O-], CCCCO, CNC(=O)c1cccc(F)c1Nc1nc(Nc2ccc3c(c2)NC(=O)CNC3)ncc1Cl, FC(F)(F)CCI, [K+], [K+]. Product: CNC(=O)c1cccc(F)c1Nc1nc(Nc2ccc3c(c2)NC(=O)CN(CCC(F)(F)F)C3)ncc1Cl. As a reaction SMILES: [C:33](=[O:34])([O-:35])[O-:36].[CH2:46]([OH:47])[CH2:48][CH2:49][CH3:50].[Cl:1][c:2]1[c:3]([NH:21][c:22]2[c:23]([C:24](=[O:25])[NH:26][CH3:27])[cH:28][cH:29][cH:30][c:31]2[F:32])[n:4][c:5]([NH:8][c:9]2[cH:10][cH:11][c:12]3[c:13]([cH:20]2)[NH:14][C:15](=[O:19])[CH2:16][NH:17][CH2:18]3)[n:6][cH:7]1.[I:39][CH2:40][CH2:41][C:42]([F:43])([F:44])[F:45].[K+:37].[K+:38]>>[Cl:1][c:2]1[c:3]([NH:21][c:22]2[c:23]([C:24](=[O:25])[NH:26][CH3:27])[cH:28][cH:29][cH:30][c:31]2[F:32])[n:4][c:5]([NH:8][c:9]2[cH:10][cH:11][c:12]3[c:13]([cH:20]2)[NH:14][C:15](=[O:19])[CH2:16][N:17]([CH2:40][CH2:41][C:42]([F:43])([F:44])[F:45])[CH2:18]3)[n:6][cH:7]1. Starting materials: 4A, C(C)(C)(C)OC(=O)N1CC2=C(CC1)SC(=C2)C(=O)NCCC2=CC(=C(C=C2)OCC(=O)OCC)OCC(=O)OCC (Diethyl [[4-[2-[(5-t-butyloxycarbonyl-4,5,6,7-tetrahydrothieno[3,2-c]pyridin-2-yl)carbonyl]aminoethyl]-o-phenylene]dioxy]diacetate), [Cr](=O)(=O)([O-])Cl.[NH+]1=CC=CC=C1 (pyridinium chlorochromate). The solvent is ClCCl (dichloromethane). Conditions: time 40 minute. Yields the product C(C)(=O)C1=CC=2CN(CCC2S1)C(=O)OC(C)(C)C (2-acetyl-5-t-butoxycarbonyl-4,5,6,7-tetrahydrothieno[3,2-c]pyridine). Isolated yield 191.3%. Reaction SMILES: [C:1]([O:5][C:6]([N:8]1[CH2:13][CH2:12][C:11]2[S:14][C:15]([C:17](NCCC3C=CC(OCC(OCC)=O)=C(OCC(OCC)=O)C=3)=[O:18])=[CH:16][C:10]=2[CH2:9]1)=[O:7])([CH3:4])([CH3:3])[CH3:2].[Cr](Cl)([O-])(=O)=O.[NH+]1C=CC=C[CH:48]=1>ClCCl>[C:17]([C:15]1[S:14][C:11]2[CH2:12][CH2:13][N:8]([C:6]([O:5][C:1]([CH3:2])([CH3:3])[CH3:4])=[O:7])[CH2:9][C:10]=2[CH:16]=1)(=[O:18])[CH3:48] |f:1.2|. Procedure: To the solution of the compound prepared in (a) (847 mg) in dichloromethane (30 ml) was added Molecular Sieves 4A (3 g), followed by pyridinium chlorochromate (966 mg) under ice-cooling. The mixture was stirred for 40 minutes. After the reaction mixture was filtered through FLORISIL, the filtrate was concentrated to give 772 mg of 2-acetyl-5-t-butoxycarbonyl-4,5,6,7-tetrahydrothieno[3,2-c]pyridine (yield, 92%). Starting materials: BrC(CC)C=1NC2=CC(=CC=C2C1C(C(C)C)=O)C(=O)OC (methyl 2-(1-bromopropyl)-3-isobutyrylindole-6-carboxylate), C(C)(C)N(C(C)C)CC (N,N-diisopropylethylamine). The solvent is ClCCCl (1,2-dichloroethane). Yields the product C(C(C)C)(=O)C1=C(NC2=CC(=CC=C12)C(=O)OC)C=CC (methyl 3-isobutyryl-2-(1-propenyl)indole-6-carboxylate). Isolated yield 39.6%. As a reaction SMILES: Br[CH:2]([C:5]1[NH:6][C:7]2[C:12]([C:13]=1[C:14](=[O:18])[CH:15]([CH3:17])[CH3:16])=[CH:11][CH:10]=[C:9]([C:19]([O:21][CH3:22])=[O:20])[CH:8]=2)[CH2:3][CH3:4].C(N(CC)C(C)C)(C)C>ClCCCl>[C:14]([C:13]1[C:12]2[C:7](=[CH:8][C:9]([C:19]([O:21][CH3:22])=[O:20])=[CH:10][CH:11]=2)[NH:6][C:5]=1[CH:2]=[CH:3][CH3:4])(=[O:18])[CH:15]([CH3:17])[CH3:16]. Procedure: To a solution of methyl 2-(1-bromopropyl)-3-isobutyrylindole-6-carboxylate (179 mg) in 1,2-dichloroethane (8 ml) was added N,N-diisopropylethylamine (0.24 ml) and refluxed for 40 minutes. The resulting mixture was evaporated in vacuo, then the residue was diluted with ethyl acetate and washed with diluted hydrochloric acid, water and brine. The organic phase was dried over sodium sulfate and evaporated in vacuo. Trituration with diethyl ether gave methyl 3-isobutyryl-2-(1-propenyl)indole-6-carbo... Reactants: OC(C(=O)N)C(C1=C(C=CC=C1)C1=CC=C(C=C1)OC)SCC(C1=CC=CC=C1)=O (α-hydroxy-4-methoxyphenyl-β-[(2-oxo-2-phenylethyl) thio]benzenepropanamide), N1=CC=CC=C1 (pyridine), C(C)(=O)Cl (acetyl chloride). Solvent: C(Cl)Cl (methylene chloride), C(Cl)Cl (methylene chloride). Conditions: time 17 hour. The product is C(C)(=O)OC(C(=O)N)C(C1=C(C=CC=C1)C1=CC=C(C=C1)OC)SCC(C1=CC=CC=C1)=O (α-(acetyloxy)-4-methoxyphenyl-β-[(2-oxo-2-phenylethyl)thio]benzeneprop anamide). RXN SMILES: [OH:1][CH:2]([CH:6]([S:21][CH2:22][C:23](=[O:30])[C:24]1[CH:29]=[CH:28][CH:27]=[CH:26][CH:25]=1)[C:7]1[CH:12]=[CH:11][CH:10]=[CH:9][C:8]=1[C:13]1[CH:18]=[CH:17][C:16]([O:19][CH3:20])=[CH:15][CH:14]=1)[C:3]([NH2:5])=[O:4].N1C=CC=CC=1.[C:37](Cl)(=[O:39])[CH3:38]>C(Cl)Cl>[C:37]([O:1][CH:2]([CH:6]([S:21][CH2:22][C:23](=[O:30])[C:24]1[CH:29]=[CH:28][CH:27]=[CH:26][CH:25]=1)[C:7]1[CH:12]=[CH:11][CH:10]=[CH:9][C:8]=1[C:13]1[CH:18]=[CH:17][C:16]([O:19][CH3:20])=[CH:15][CH:14]=1)[C:3]([NH2:5])=[O:4])(=[O:39])[CH3:38]. Procedure details: To a mixture of 4.0 g (0.0116 mol) of rac.-(R, R*)-α-hydroxy-4-methoxyphenyl-β-[(2-oxo-2-phenylethyl) thio]benzenepropanamide, 130 mL of methylene chloride and 5 mL of pyridine cooled in an ice-bath was added dropwise a solution of 1.25 g (0.0126 mol) of acetyl chloride in 25 mL of methylene chloride. The mixture was stirred at this temperature for one hour and at room temperature for 17 hours. After dilution with water the aqueous suspension was extracted with methylene chloride. The methylene ... Reactants: CC(=O)O, Cl, c1ccc(C2CC3(CCS2)OCCO3)cc1. Product: O=C1CCSC(c2ccccc2)C1. As a reaction SMILES: [CH3:17][C:18](=[O:19])[OH:20].[ClH:21].[c:1]1([CH:7]2[CH2:8][C:9]3([O:10][CH2:13][CH2:12][O:11]3)[CH2:14][CH2:15][S:16]2)[cH:2][cH:3][cH:4][cH:5][cH:6]1>>[c:1]1([CH:7]2[CH2:8][C:9](=[O:10])[CH2:14][CH2:15][S:16]2)[cH:2][cH:3][cH:4][cH:5][cH:6]1.